Task: describe an organic reaction: reactants, conditions, products, and yield. Dataset: the Open Reaction Database (ORD), a public repository of structured organic reaction records Reactants: CC(C)(C1=NC(c2ccccc2)CO1)C1=NC(c2ccccc2)CO1, C1CCOC1, COc1ccc(C(OCC2OC(n3ccc(=O)[nH]c3=O)C(O)C2O)(c2ccccc2)c2ccc(OC)cc2)cc1, COc1ccc(C(OCC2OC(n3ccc(=O)[nH]c3=O)C(OC(=O)Nc3ccccc3)C2O)(c2ccccc2)c2ccc(OC)cc2)cc1, Cl[Cu]Cl, O=C=Nc1ccccc1. Yields the product COc1ccc(C(OCC2OC(n3ccc(=O)[nH]c3=O)C(O)C2OC(=O)Nc2ccccc2)(c2ccccc2)c2ccc(OC)cc2)cc1. As a reaction SMILES: [C:1]([C:2]1=[N:12][CH:5]([c:6]2[cH:7][cH:8][cH:9][cH:10][cH:11]2)[CH2:4][O:3]1)([C:13]1=[N:23][CH:16]([c:17]2[cH:18][cH:19][cH:20][cH:21][cH:22]2)[CH2:15][O:14]1)([CH3:24])[CH3:25].[CH2:127]1[O:128][CH2:129][CH2:130][CH2:131]1.[CH3:26][O:27][c:28]1[cH:29][cH:30][c:31]([C:34]([O:35][CH2:36][CH:37]2[CH:38]([OH:51])[CH:39]([OH:50])[CH:40]([n:42]3[c:43](=[O:44])[nH:45][c:46](=[O:47])[cH:48][cH:49]3)[O:41]2)([c:52]2[cH:53][cH:54][cH:55][cH:56][cH:57]2)[c:58]2[cH:59][cH:60][c:61]([O:64][CH3:65])[cH:62][cH:63]2)[cH:32][cH:33]1.[CH3:75][O:76][c:77]1[cH:78][cH:79][c:80]([C:81]([c:82]2[cH:83][cH:84][c:85]([O:86][CH3:87])[cH:88][cH:89]2)([c:90]2[cH:91][cH:92][cH:93][cH:94][cH:95]2)[O:96][CH2:97][CH:98]2[O:99][CH:100]([n:101]3[cH:102][cH:103][c:104](=[O:105])[nH:106][c:107]3=[O:108])[CH:109]([O:110][C:111](=[O:112])[NH:113][c:114]3[cH:115][cH:116][cH:117][cH:118][cH:119]3)[CH:120]2[OH:121])[cH:122][cH:123]1.[Cu:124]([Cl:125])[Cl:126].[O:66]=[C:67]=[N:68][c:69]1[cH:70][cH:71][cH:72][cH:73][cH:74]1>>[CH3:26][O:27][c:28]1[cH:29][cH:30][c:31]([C:34]([O:35][CH2:36][CH:37]2[CH:38]([O:51][C:67](=[O:66])[NH:68][c:69]3[cH:70][cH:71][cH:72][cH:73][cH:74]3)[CH:39]([OH:50])[CH:40]([n:42]3[c:43](=[O:44])[nH:45][c:46](=[O:47])[cH:48][cH:49]3)[O:41]2)([c:52]2[cH:53][cH:54][cH:55][cH:56][cH:57]2)[c:58]2[cH:59][cH:60][c:61]([O:64][CH3:65])[cH:62][cH:63]2)[cH:32][cH:33]1. Starting materials: N1CCC2(CC1)CSC1=C(O2)C2=CC=CC=C2C(C1=O)=O (spiro[naphtho[1,2-b][1,4]oxathiine-2,4′-piperidine]-5,6-dione), ClC(C(=O)Cl)C1=CC=CC=C1 (chloro(phenyl)acetyl chloride). Product: ClC(C(=O)N1CCC2(CC1)CSC1=C(O2)C2=CC=CC=C2C(C1=O)=O)C1=CC=CC=C1 (1′-[chloro(phenyl)acetyl]spiro[naphtho[1,2-b][1,4]oxathiine-2,4′-piperidine]-5,6-dione). As a reaction SMILES: [NH:1]1[CH2:6][CH2:5][C:4]2([O:11][C:10]3[C:12]4[C:17]([C:18](=[O:21])[C:19](=[O:20])[C:9]=3[S:8][CH2:7]2)=[CH:16][CH:15]=[CH:14][CH:13]=4)[CH2:3][CH2:2]1.[Cl:22][CH:23]([C:27]1[CH:32]=[CH:31][CH:30]=[CH:29][CH:28]=1)[C:24](Cl)=[O:25]>>[Cl:22][CH:23]([C:27]1[CH:32]=[CH:31][CH:30]=[CH:29][CH:28]=1)[C:24]([N:1]1[CH2:2][CH2:3][C:4]2([O:11][C:10]3[C:12]4[C:17]([C:18](=[O:21])[C:19](=[O:20])[C:9]=3[S:8][CH2:7]2)=[CH:16][CH:15]=[CH:14][CH:13]=4)[CH2:5][CH2:6]1)=[O:25]. Reported procedure: Compound 50 was synthesized using spiro[naphtho[1,2-b][1,4]oxathiine-2,4′-piperidine]-5,6-dione, chloro(phenyl)acetyl chloride and conditions outlined in procedure N. M.p.=125-126° C.; 300 MHz 1H NMR (DMSO-d6) δ 7.62-7.88 (m, 3H), 7.35-7.55 (m, 6H), 6.44 (d, 1H), 4.15 (m, 2H), 3.30 (m, 2H), 3.0-3.13 (2s, 2H), 2.0 (m, 2H), 1.65 (m, 2H); LCMS: 454 [M+H]. The reactants are ClC=1C=C(C(=C(C1)C(C1=C(C(=CC(=C1)Cl)[N+](=O)[O-])O)O)O)[N+](=O)[O-] (bis(5-chloro-2-hydroxy-3-nitrophenyl)methyl alcohol), S(=O)(Cl)Cl (thionyl chloride). Solvent: CN(C=O)C (Dimethylformamide). The product is ClC=1C=C(C(=C(C1)C(C1=C(C(=CC(=C1)Cl)[N+](=O)[O-])O)Cl)O)[N+](=O)[O-] (bis(5-chloro-2-hydroxy-3-nitrophenyl)methyl chloride). RXN SMILES: [Cl:1][C:2]1[CH:3]=[C:4]([N+:22]([O-:24])=[O:23])[C:5]([OH:21])=[C:6]([CH:8](O)[C:9]2[CH:14]=[C:13]([Cl:15])[CH:12]=[C:11]([N+:16]([O-:18])=[O:17])[C:10]=2[OH:19])[CH:7]=1.S(Cl)([Cl:27])=O>CN(C)C=O>[Cl:1][C:2]1[CH:3]=[C:4]([N+:22]([O-:24])=[O:23])[C:5]([OH:21])=[C:6]([CH:8]([Cl:27])[C:9]2[CH:14]=[C:13]([Cl:15])[CH:12]=[C:11]([N+:16]([O-:18])=[O:17])[C:10]=2[OH:19])[CH:7]=1. Procedure: A mixture of bis(5-chloro-2-hydroxy-3-nitrophenyl)methyl alcohol (4.5 g) and thionyl chloride (50 ml) was heated under reflux for 3 hr. Dimethylformamide (0.1 g) was added to the reaction mixture and the mixture was heated under reflux for a further hour. Excess thionyl chloride was then removed by distillation under reduced pressure and the remaining red oil was crystallised from ethanol to give 4 g of bis(5-chloro-2-hydroxy-3-nitrophenyl)methyl chloride, m.p. 180° C. Starting materials: CCCCI, CC(O)C(C)OCc1ccccc1, CN(C)C=O, [H-], [Na+], O. Yields the product CCCCOC(C)C(C)OCc1ccccc1. As a reaction SMILES: [CH2:16]([CH2:17][CH2:18][CH3:19])[I:20].[CH2:1]([c:2]1[cH:3][cH:4][cH:5][cH:6][cH:7]1)[O:8][CH:9]([CH:10]([CH3:11])[OH:12])[CH3:13].[CH3:22][N:23]([CH3:24])[CH:25]=[O:26].[H-:14].[Na+:15].[OH2:21]>>[CH2:1]([c:2]1[cH:3][cH:4][cH:5][cH:6][cH:7]1)[O:8][CH:9]([CH:10]([CH3:11])[O:12][CH2:16][CH2:17][CH2:18][CH3:19])[CH3:13].